From a dataset of the Open Reaction Database (ORD), a public repository of structured organic reaction records. describe an organic reaction: reactants, conditions, products, and yield The reactants are O=C1Cc2cc(S(=O)(=O)N3CCc4cc(Br)ccc43)ccc2N1, O=Cc1cc2cc(OCCN3CCCC3)ccc2[nH]1. Product: O=C1Nc2ccc(S(=O)(=O)N3CCc4cc(Br)ccc43)cc2C1=Cc1cc2cc(OCCN3CCCC3)ccc2[nH]1. RXN SMILES: [Br:1][c:2]1[cH:3][c:4]2[c:8]([cH:9][cH:10]1)[N:7]([S:11](=[O:12])(=[O:13])[c:14]1[cH:15][c:16]3[c:20]([cH:21][cH:22]1)[NH:19][C:18](=[O:23])[CH2:17]3)[CH2:6][CH2:5]2.[N:24]1([CH2:29][CH2:30][O:31][c:32]2[cH:33][c:34]3[cH:35][c:36]([CH:41]=[O:42])[nH:37][c:38]3[cH:39][cH:40]2)[CH2:25][CH2:26][CH2:27][CH2:28]1>>[Br:1][c:2]1[cH:3][c:4]2[c:8]([cH:9][cH:10]1)[N:7]([S:11](=[O:12])(=[O:13])[c:14]1[cH:15][c:16]3[c:20]([cH:21][cH:22]1)[NH:19][C:18](=[O:23])[C:17]3=[CH:41][c:36]1[cH:35][c:34]3[cH:33][c:32]([O:31][CH2:30][CH2:29][N:24]4[CH2:25][CH2:26][CH2:27][CH2:28]4)[cH:40][cH:39][c:38]3[nH:37]1)[CH2:6][CH2:5]2. Reactants: COC1=C(C=CC(=C1)OCCSC)N (2-methoxy-4-(2-methylsulfanyl-ethoxy)-phenylamine), FC(C(=O)O)(F)F.ClC1=CC=C2C(=C1)NC([C@@]21[C@@H](N[C@H]([C@@H]1C1=C(C(=CC=C1)Cl)F)C(=O)O)CC(C)(C)C)=O ((2′S,3′R,4′S,5′R)-6-chloro-4′-(3-chloro-2-fluoro-phenyl)-2′-(2,2-dimethyl-propyl)-2-oxo-1,2-dihydro-spiro[indole-3,3′-pyrrolidine]-5′-carboxylic acid trifluoroacetic acid), C(C)(C)N(CC)C(C)C (diisopropylethylamine), C1(=CC=CC=C1)P(=O)(C1=CC=CC=C1)Cl (diphenylphosphinic chloride). Yields the product COC1=C(C=CC(=C1)OCCSC)NC(=O)[C@H]1[C@@H]([C@@]2([C@@H](N1)CC(C)(C)C)C(NC1=CC(=CC=C12)Cl)=O)C1=C(C(=CC=C1)Cl)F ((2′S,3′R,4′S,5′R)-6-chloro-4′-(3-chloro-2-fluoro-phenyl)-2′-(2,2-dimethyl-propyl)-2-oxo-1,2-dihydro-spiro[indole-3,3′-pyrrolidine]-5′-carboxylic acid [2-methoxy-4-(2-methylsulfanyl-ethoxy)-phenyl]-amide), solid. Yield: 44.0%. Reaction SMILES: FC(F)(F)C(O)=O.[Cl:8][C:9]1[CH:14]=[C:13]2[NH:15][C:16](=[O:38])[C@:17]3([C@@H:21]([C:22]4[CH:27]=[CH:26][CH:25]=[C:24]([Cl:28])[C:23]=4[F:29])[C@H:20]([C:30]([OH:32])=O)[NH:19][C@H:18]3[CH2:33][C:34]([CH3:37])([CH3:36])[CH3:35])[C:12]2=[CH:11][CH:10]=1.C(N(C(C)C)CC)(C)C.C1(P(Cl)(C2C=CC=CC=2)=O)C=CC=CC=1.[CH3:63][O:64][C:65]1[CH:70]=[C:69]([O:71][CH2:72][CH2:73][S:74][CH3:75])[CH:68]=[CH:67][C:66]=1[NH2:76]>>[CH3:63][O:64][C:65]1[CH:70]=[C:69]([O:71][CH2:72][CH2:73][S:74][CH3:75])[CH:68]=[CH:67][C:66]=1[NH:76][C:30]([C@@H:20]1[NH:19][C@@H:18]([CH2:33][C:34]([CH3:37])([CH3:35])[CH3:36])[C@:17]2([C:12]3[C:13](=[CH:14][C:9]([Cl:8])=[CH:10][CH:11]=3)[NH:15][C:16]2=[O:38])[C@H:21]1[C:22]1[CH:27]=[CH:26][CH:25]=[C:24]([Cl:28])[C:23]=1[F:29])=[O:32] |f:0.1|. Procedure details: In a manner similar to the method described in Example 5, chiral (2′S,3′R,4′S,5′R)-6-chloro-4′-(3-chloro-2-fluoro-phenyl)-2′-(2,2-dimethyl-propyl)-2-oxo-1,2-dihydro-spiro[indole-3,3′-pyrrolidine]-5′-carboxylic acid trifluoroacetic acid prepared in Example 136 (0.4 g, 0.69 mmol), was reacted with diisopropylethylamine (0.45 g, 3.5 mmol), diphenylphosphinic chloride (0.33 g, 1.4 mmol), then reacted with 2-methoxy-4-(2-methylsulfanyl-ethoxy)-phenylamine prepared in Example 168 (0.2 g, 0.9 mmol) to ... Reactants: N1(CCOCC1)C(CC(C(=O)O)CS(=O)(=O)CC1=CC=CC=C1)=O (4-Morpholin-4-yl-4-oxo-2-phenylmethanesulfonylmethyl-butyric acid), NC([C@H](O)C1=NOC(=N1)CC)CC ((S)-2-Amino-1-(5-ethyl-1,2,4-oxadiazol-3-yl)-butan-1-ol). Yields the product C(C)C1=NC(=NO1)C(=O)[C@H](CC)NC(C(CC(=O)N1CCOCC1)CS(=O)(=O)CC1=CC=CC=C1)=O (N-[(S)-1-(5-Ethyl-1,2,4-oxadiazole-3-carbonyl)-propyl]-4-morpholin-4-yl-4-oxo-2-phenylmethanesulfonylmethyl-butyramide). As a reaction SMILES: [N:1]1([C:7](=[O:24])[CH2:8][CH:9]([CH2:13][S:14]([CH2:17][C:18]2[CH:23]=[CH:22][CH:21]=[CH:20][CH:19]=2)(=[O:16])=[O:15])[C:10]([OH:12])=O)[CH2:6][CH2:5][O:4][CH2:3][CH2:2]1.[NH2:25][CH:26]([CH2:36][CH3:37])[C@@H:27]([C:29]1[N:33]=[C:32]([CH2:34][CH3:35])[O:31][N:30]=1)[OH:28]>>[CH2:34]([C:32]1[O:31][N:30]=[C:29]([C:27]([C@@H:26]([NH:25][C:10](=[O:12])[CH:9]([CH2:13][S:14]([CH2:17][C:18]2[CH:23]=[CH:22][CH:21]=[CH:20][CH:19]=2)(=[O:16])=[O:15])[CH2:8][C:7]([N:1]2[CH2:2][CH2:3][O:4][CH2:5][CH2:6]2)=[O:24])[CH2:36][CH3:37])=[O:28])[N:33]=1)[CH3:35]. Procedure: It is similarly prepared according to general procedure given for Example 2 above but using 4-Morpholin-4-yl-4-oxo-2-phenylmethanesulfonylmethyl-butyric acid and (S)-2-Amino-1-(5-ethyl-1,2,4-oxadiazol-3-yl)-butan-1-ol. The reactants are C(C)(C)(C)OC(=O)[C@@H](C\C=C\C1=CC=CC=C1)[C@H](C(=O)NN)CC(C)C ((E)-2(R)-[1(S)-(tertbutoxycarbonyl)-4-phenyl-3-butenyl]-4-methylvalerohydrazide), C1(C=2C(C(=O)O1)=CC=CC2)=O (phthalic anhydride). Solvent: C1(=CC=CC=C1)C (toluene). The product is C(C)(C)(C)OC(=O)[C@@H](C\C=C\C1=CC=CC=C1)[C@H](C(=O)NN1C(C=2C(C1=O)=CC=CC2)=O)CC(C)C ((E)-2(R)-[1(S)-(tertbutoxycarbonyl)-4-phenyl-3-butenyl]-4-methyl-N-phthalimidovaleramide). Yield: 44.2%. RXN SMILES: [C:1]([O:5][C:6]([C@H:8]([C@@H:18]([CH2:23][CH:24]([CH3:26])[CH3:25])[C:19]([NH:21][NH2:22])=[O:20])[CH2:9]/[CH:10]=[CH:11]/[C:12]1[CH:17]=[CH:16][CH:15]=[CH:14][CH:13]=1)=[O:7])([CH3:4])([CH3:3])[CH3:2].[C:27]1(=O)[O:32][C:30](=[O:31])[C:29]2=[CH:33][CH:34]=[CH:35][CH:36]=[C:28]12>C1(C)C=CC=CC=1>[C:1]([O:5][C:6]([C@H:8]([C@@H:18]([CH2:23][CH:24]([CH3:26])[CH3:25])[C:19]([NH:21][N:22]1[C:30](=[O:31])[C:29]2=[CH:33][CH:34]=[CH:35][CH:36]=[C:28]2[C:27]1=[O:32])=[O:20])[CH2:9]/[CH:10]=[CH:11]/[C:12]1[CH:17]=[CH:16][CH:15]=[CH:14][CH:13]=1)=[O:7])([CH3:4])([CH3:3])[CH3:2]. Reported procedure: A solution of 1.0 g of (E)-2(R)-[1(S)-(tertbutoxycarbonyl)-4-phenyl-3-butenyl]-4-methylvalerohydrazide and 0.41 g of phthalic anhydride in 50 ml of toluene was heated at reflux for 2 hours. The mixture was cooled and the solvent was evaporated and replaced with ethyl acetate. The ethyl acetate solution was washed with 2M aqueous hydrochloric acid, 5% aqueous sodium hydrogen carbonate and then with brine. The ethyl acetate phase was dried over anhydrous magnesium sulphate and the solvent was evap... The reactants are FC1=CC=2C(=NC=3N(C=C(C(C3C2)=O)C(=O)O)C)C(=C1F)F (7,8,9-trifluoro-1-methyl-4-oxo-1,4-dihydro-benzo[b][1,8]naphthyridine-3-carboxylic acid), CN1CCNCC1 (1-methylpiperazine), C(C)(=O)O (acetic acid), O (water). Run in CS(=O)C (dimethyl sulphoxide). Run at temperature 80 celsius. The product is FC1=CC=2C(=NC=3N(C=C(C(C3C2)=O)C(=O)O)C)C(=C1N1CCN(CC1)C)F (7,9-difluoro-1-methyl-8-(4-methyl-1-piperazinyl)-4-oxo-1,4-dihydro-benzo[b][1,8]naphthyridine-3-carboxylic acid). Yield: 79.4%. As a reaction SMILES: [F:1][C:2]1[C:20](F)=[C:19]([F:22])[C:5]2=[N:6][C:7]3[N:8]([CH3:18])[CH:9]=[C:10]([C:15]([OH:17])=[O:16])[C:11](=[O:14])[C:12]=3[CH:13]=[C:4]2[CH:3]=1.[CH3:23][N:24]1[CH2:29][CH2:28][NH:27][CH2:26][CH2:25]1.O.C(O)(=O)C>CS(C)=O>[F:1][C:2]1[C:20]([N:27]2[CH2:28][CH2:29][N:24]([CH3:23])[CH2:25][CH2:26]2)=[C:19]([F:22])[C:5]2=[N:6][C:7]3[N:8]([CH3:18])[CH:9]=[C:10]([C:15]([OH:17])=[O:16])[C:11](=[O:14])[C:12]=3[CH:13]=[C:4]2[CH:3]=1. Procedure: A suspension of 4 g of 7,8,9-trifluoro-1-methyl-4-oxo-1,4-dihydro-benzo[b][1,8]naphthyridine-3-carboxylic acid in 60 cm3 of dimethyl sulphoxide and 3 g of 1-methylpiperazine is heated at 80° C. for 1 hour and a half. After cooling to about 20° C., 150 cm3 of water are added. 18 cm3 of 10% acetic acid are added to the solution obtained. The precipitate formed is drained, washed with 3 times 50 cm3 of water and recrystallized from 50 cm3 of dimethylformamide. 4 g of 7,9-difluoro-1-methyl-8-(4-meth... Starting materials: O=C1CCC(=O)N1Br, CCOC(=O)c1ccn2ccsc12, ClCCl, O. The product is CCOC(=O)c1c(Br)cn2ccsc12. As a reaction SMILES: [Br:1][N:2]1[C:3](=[O:4])[CH2:5][CH2:6][C:7]1=[O:8].[CH2:9]([CH3:10])[O:11][C:12](=[O:13])[c:14]1[cH:15][cH:16][n:17]2[c:18]1[s:19][cH:20][cH:21]2.[Cl:23][CH2:24][Cl:25].[OH2:22]>>[Br:1][c:15]1[c:14]([C:12]([O:11][CH2:9][CH3:10])=[O:13])[c:18]2[n:17]([cH:16]1)[cH:21][cH:20][s:19]2. The reactants are Cl.Cl.NCC=1NC2=C(N1)C=CC=C2 (2-aminomethyl-benzimidazole dihydrochloride), [OH-].[Na+] (sodium hydroxide), C(Cl)C1CO1 (epichlorohydrine), alcohol, alcohol. Run at time 3 hour. The product is Cl.Cl.OC1CNCC2=NC3=C(N2C1)C=CC=C3 (2,3,4,5-tetrahydro-4-hydroxy-1H-(1,4)-diazepino[1,2-a]benzimidazole dihydrochloride). Yield: 76.0%. Reaction SMILES: [ClH:1].Cl.[NH2:3][CH2:4][C:5]1[NH:6][C:7]2[CH:13]=[CH:12][CH:11]=[CH:10][C:8]=2[N:9]=1.[OH-].[Na+].[CH2:16]([CH:18]1[O:20][CH2:19]1)[Cl:17]>>[ClH:17].[ClH:1].[OH:20][CH:18]1[CH2:19][N:6]2[C:5](=[N:9][C:8]3[CH:10]=[CH:11][CH:12]=[CH:13][C:7]=32)[CH2:4][NH:3][CH2:16]1 |f:0.1.2,3.4,6.7.8|. Procedure: 22 g. (0.1 moles) of 2-aminomethyl-benzimidazole dihydrochloride are suspended in 250 ml. of alcohol, and an alcohol solution of 12 g. (0.3 moles) of sodium hydroxide is added slowly to the cooled suspnesion. Thereafter 9.2 g. (0.1 moles) of epichlorohydrine are added to the mixture, and the reaction mixture is boiled for 3 hours under reflux. The mixture is cooled, the sodium chloride is removed by filtration, and the filtrate is evaporated to dryness under reduced pressure. The oily residue is...